From a dataset of the Open Reaction Database (ORD), a public repository of structured organic reaction records. describe an organic reaction: reactants, conditions, products, and yield Starting materials: COCCO, C=CC(N)(CCC(=O)OC)C(=O)OC, Cl, [Na+], [Na+], O=C([O-])[O-]. Product: C=CC1(C(=O)OC)CCC(=O)N1. Reaction SMILES: [CH3:22][O:23][CH2:24][CH2:25][OH:26].[CH:2](=[CH2:3])[C:4]([NH2:5])([CH2:6][CH2:7][C:8](=[O:9])[O:10][CH3:11])[C:12](=[O:13])[O:14][CH3:15].[ClH:1].[Na+:16].[Na+:17].[O-:18][C:19](=[O:20])[O-:21]>>[CH:2](=[CH2:3])[C:4]1([C:12](=[O:13])[O:14][CH3:15])[NH:5][C:8](=[O:9])[CH2:7][CH2:6]1.